This data is from the Open Reaction Database (ORD), a public repository of structured organic reaction records. The task is: describe an organic reaction: reactants, conditions, products, and yield Reactants: C(#N)C=1N(C2=CC=C(C=C2C1)S(=O)(=O)C)CC1=CC=C(C=C1)F (2-cyano-1-(4-fluorobenzyl)-5-methanesulfonylindole), Cl.NO (hydroxylamine hydrochloride), [OH-].[K+] (potassium hydroxide), C(C)O (ethanol). Conditions: temperature 100 celsius, time 1 hour. Yields the product FC1=CC=C(CN2C(=CC3=CC(=CC=C23)S(=O)(=O)C)C2=NOC(=N2)C)C=C1 (1-(4-fluorobenzyl)-5-methanesulfonyl-2-(5-methyl-[1,2,4]oxadiazol-3-yl)indole). Reaction SMILES: [C:1]([C:3]1[N:4]([CH2:16][C:17]2[CH:22]=[CH:21][C:20]([F:23])=[CH:19][CH:18]=2)[C:5]2[C:10]([CH:11]=1)=[CH:9][C:8]([S:12]([CH3:15])(=[O:14])=[O:13])=[CH:7][CH:6]=2)#[N:2].Cl.[NH2:25]O.[OH-].[K+].[CH2:29]([OH:31])[CH3:30]>>[F:23][C:20]1[CH:19]=[CH:18][C:17]([CH2:16][N:4]2[C:5]3[C:10](=[CH:9][C:8]([S:12]([CH3:15])(=[O:13])=[O:14])=[CH:7][CH:6]=3)[CH:11]=[C:3]2[C:1]2[N:25]=[C:29]([CH3:30])[O:31][N:2]=2)=[CH:22][CH:21]=1 |f:1.2,3.4|. Procedure: A mixture of the compound obtained in Example 24 (1) (68 mg), hydroxylamine hydrochloride (22 mg), potassium hydroxide (18 mg) and ethanol (1 ml) was heated under reflux for 2 hours. After the insolubles were filtered off, the reaction mixture was concentrated under reduced pressure. A mixture of the resulting residue and dimethylacetamide dimethylacetal (1-ml) was stirred at 100° C. for 1 hour. Water was added thereto, and the mixture was extracted with ethyl acetate. The organic layer was wash... Starting materials: COC1=C(C=CC(=O)O)C=C(C=C1)OC (2,5-dimethoxycinnamic acid), B(Br)(Br)Br (boron tribromide). Product: OC=1C=C2C=CC(OC2=CC1)=O (6-hydroxycoumarin). Reaction SMILES: CO[C:3]1[CH:13]=[CH:12][C:11]([O:14]C)=[CH:10][C:4]=1[CH:5]=[CH:6][C:7]([OH:9])=[O:8].B(Br)(Br)Br>>[OH:14][C:11]1[CH:10]=[C:4]2[C:3](=[CH:13][CH:12]=1)[O:8][C:7](=[O:9])[CH:6]=[CH:5]2. Procedure details: In scheme F, 2,5-dimethoxycinnamic acid 15 is treated with boron tribromide (BBr3) to form 6-hydroxycoumarin 16. 6-Hydroxycoumarin 16 can be protected as the bis-methoxymethyl ether (MOM) 17a using N,N-diisopropylethylamine (iPr2NEt) and MOMCl or as the benzyl ether (Bn) 17b using cesium carbonate (CsCO3) and benzyl bromide (BnBr). The reactants are C(#N)CC=1C=C(OC[C@@H]2N(CCC2)C(=O)OC(C)(C)C)C=CC1 (tert-butyl (2R)-2-{[3-(cyanomethyl)phenoxy]methyl}-1-pyrrolidinecarboxylate). The reagents and catalysts are [Ni] (Raney® nickel). Solvent: N (ammonia). Run at time 20 hour. Yields the product N (ammonia), NCCC=1C=C(OC[C@@H]2N(CCC2)C(=O)OC(C)(C)C)C=CC1 (tert-Butyl (2R)-2-{[3-(2-aminoethyl)phenoxy]methyl}-1-pyrrolidinecarboxylate). Yield: 112.6%. As a reaction SMILES: [C:1]([CH2:3][C:4]1[CH:5]=[C:6]([CH:21]=[CH:22][CH:23]=1)[O:7][CH2:8][C@H:9]1[CH2:13][CH2:12][CH2:11][N:10]1[C:14]([O:16][C:17]([CH3:20])([CH3:19])[CH3:18])=[O:15])#[N:2]>N.[Ni]>[NH3:2].[NH2:2][CH2:1][CH2:3][C:4]1[CH:5]=[C:6]([CH:21]=[CH:22][CH:23]=1)[O:7][CH2:8][C@H:9]1[CH2:13][CH2:12][CH2:11][N:10]1[C:14]([O:16][C:17]([CH3:20])([CH3:18])[CH3:19])=[O:15]. Procedure: A mixture of tert-butyl (2R)-2-{[3-(cyanomethyl)phenoxy]methyl}-1-pyrrolidinecarboxylate (preparation 133) (2.70 g, 8.54 mmol), and Raney® nickel (400 mg) in saturated ethanolic ammonia solution (100 ml), was hydrogentaed at 60 psi and room temperature for 20 hrs. The reaction mixture was filtered through a glass microfibre filter, and the filtrate evaporated under reduced pressure. The crude product was purified by column chromatography on silica gel using an elution gradient of dichloromethane...